This data is from the Open Reaction Database (ORD), a public repository of structured organic reaction records. The task is: describe an organic reaction: reactants, conditions, products, and yield The reactants are C[Si](C)(C)N=C=O, C1CCOC1, ONCC1=Cc2cc(Cc3cccnc3)ccc2OC1. The product is NC(=O)N(O)CC1=Cc2cc(Cc3cccnc3)ccc2OC1. Reaction SMILES: [CH3:1][Si:2]([CH3:3])([CH3:4])[N:5]=[C:6]=[O:7].[O:28]1[CH2:29][CH2:30][CH2:31][CH2:32]1.[n:8]1[cH:9][c:10]([CH2:14][c:15]2[cH:16][cH:17][c:18]3[c:19]([cH:27]2)[CH:20]=[C:21]([CH2:24][NH:25][OH:26])[CH2:22][O:23]3)[cH:11][cH:12][cH:13]1>>[NH2:5][C:6](=[O:7])[N:25]([CH2:24][C:21]1=[CH:20][c:19]2[c:18]([cH:17][cH:16][c:15]([CH2:14][c:10]3[cH:9][n:8][cH:13][cH:12][cH:11]3)[cH:27]2)[O:23][CH2:22]1)[OH:26].